Dataset: the Open Reaction Database (ORD), a public repository of structured organic reaction records. Task: describe an organic reaction: reactants, conditions, products, and yield The reactants are OC(CCCCC)C1=CC=C(CN(CCCCCCC(=O)O)S(=O)(=O)C)C=C1 (7-{[4-(1-hydroxy-hexyl)-benzyl]-methanesulfonyl-amino}-heptanoic acid), CC(=O)OI1(C=2C=CC=CC2C(=O)O1)(OC(=O)C)OC(=O)C (Dess-Martin reagent), S(=S)(=O)([O-])[O-].[Na+].[Na+] (Sodium thiosulfate). Solvent: C(Cl)Cl (CH2Cl2). Product: C(CCCCC)(=O)C1=CC=C(CN(CCCCCCC(=O)O)S(=O)(=O)C)C=C1 (7-[(4-Hexanoyl-benzyl)-methanesulfonyl-amino]-heptanoic Acid). Isolated yield 108.3%. As a reaction SMILES: [OH:1][CH:2]([C:8]1[CH:28]=[CH:27][C:11]([CH2:12][N:13]([S:23]([CH3:26])(=[O:25])=[O:24])[CH2:14][CH2:15][CH2:16][CH2:17][CH2:18][CH2:19][C:20]([OH:22])=[O:21])=[CH:10][CH:9]=1)[CH2:3][CH2:4][CH2:5][CH2:6][CH3:7].CC(OI1(OC(C)=O)(OC(C)=O)OC(=O)C2C=CC=CC1=2)=O.S([O-])([O-])(=O)=S.[Na+].[Na+]>C(Cl)Cl>[C:2]([C:8]1[CH:28]=[CH:27][C:11]([CH2:12][N:13]([S:23]([CH3:26])(=[O:24])=[O:25])[CH2:14][CH2:15][CH2:16][CH2:17][CH2:18][CH2:19][C:20]([OH:22])=[O:21])=[CH:10][CH:9]=1)(=[O:1])[CH2:3][CH2:4][CH2:5][CH2:6][CH3:7] |f:2.3.4|. Procedure details: A solution of 7-{[4-(1-hydroxy-hexyl)-benzyl]-methanesulfonyl-amino}-heptanoic acid (88 mg, 0.21 mmol) and Dess-Martin reagent (145 mg, 0.34 mmol) in CH2Cl2 (2 mL) was stirred at room temperature for 72 h. Sodium thiosulfate solution CH2Cl2 (2 mL) was stirred at room temperature for 72 h. Sodium thiosulfate solution aqueous layer was extracted with CH2Cl2 (2×), and the organic solution was dried over MgSO4, filtered, and concentrated in vacuo. Purification by radical chromatography (CH2Cl2to 5% ... Reactants: CS(C)=O, Cl, CCOC(=O)C(C)S(=O)(=O)CCC(F)(F)F, [H-], FC(F)(F)C(F)(F)CCI, [Na+]. The product is CCOC(=O)C(C)(CCC(F)(F)C(F)(F)F)S(=O)(=O)CCC(F)(F)F. RXN SMILES: [CH3:30][S:31]([CH3:32])=[O:33].[ClH:29].[F:11][C:12]([CH2:13][CH2:14][S:15](=[O:16])(=[O:17])[CH:18]([C:19](=[O:20])[O:21][CH2:22][CH3:23])[CH3:24])([F:25])[F:26].[H-:27].[I:1][CH2:2][CH2:3][C:4]([C:5]([F:6])([F:7])[F:8])([F:9])[F:10].[Na+:28]>>[CH2:2]([CH2:3][C:4]([C:5]([F:6])([F:7])[F:8])([F:9])[F:10])[C:18]([S:15]([CH2:14][CH2:13][C:12]([F:11])([F:25])[F:26])(=[O:16])=[O:17])([C:19](=[O:20])[O:21][CH2:22][CH3:23])[CH3:24]. Reactants: [BH4-], CO, O=CCCC1CCC(C#Cc2ccc(-c3ccc(F)cc3)cc2)CC1, [Na+], C1COCCO1, O. The product is OCCCC1CCC(C#Cc2ccc(-c3ccc(F)cc3)cc2)CC1. RXN SMILES: [BH4-:26].[CH3:29][OH:30].[F:1][c:2]1[cH:3][cH:4][c:5](-[c:8]2[cH:9][cH:10][c:11]([C:14]#[C:15][CH:16]3[CH2:17][CH2:18][CH:19]([CH2:22][CH2:23][CH:24]=[O:25])[CH2:20][CH2:21]3)[cH:12][cH:13]2)[cH:6][cH:7]1.[Na+:27].[O:31]1[CH2:32][CH2:33][O:34][CH2:35][CH2:36]1.[OH2:28]>>[F:1][c:2]1[cH:3][cH:4][c:5](-[c:8]2[cH:9][cH:10][c:11]([C:14]#[C:15][CH:16]3[CH2:17][CH2:18][CH:19]([CH2:22][CH2:23][CH2:24][OH:25])[CH2:20][CH2:21]3)[cH:12][cH:13]2)[cH:6][cH:7]1. Reactants: BrC=1C=C2C=3N(C(C(NC3C1)=O)=O)C(CC2)C(C)C(=O)O (9-bromo-5-(1-carboxyethyl)-6,7-dihydro-1H, 5H-pyrido[1,2,3-de]quinoxaline-2,3-dione), NC1=CC=CC=C1 (aniline). The product is BrC=1C=C2C=3N(C(C(NC3C1)=O)=O)C(CC2)C(C)C(NC2=CC=CC=C2)=O (9-Bromo-5-(1-phenylcarbamoylethyl)-6,7-dihydro-1H, 5H-pyrido[1,2,3-de]quinoxaline-2,3-dione). Isolated yield 58.0%. As a reaction SMILES: [Br:1][C:2]1[CH:3]=[C:4]2[CH2:16][CH2:15][CH:14]([CH:17]([C:19](O)=[O:20])[CH3:18])[N:6]3[C:7](=[O:13])[C:8](=[O:12])[NH:9][C:10]([CH:11]=1)=[C:5]23.[NH2:22][C:23]1[CH:28]=[CH:27][CH:26]=[CH:25][CH:24]=1>>[Br:1][C:2]1[CH:3]=[C:4]2[CH2:16][CH2:15][CH:14]([CH:17]([C:19](=[O:20])[NH:22][C:23]3[CH:28]=[CH:27][CH:26]=[CH:25][CH:24]=3)[CH3:18])[N:6]3[C:7](=[O:13])[C:8](=[O:12])[NH:9][C:10]([CH:11]=1)=[C:5]23. Reported procedure: A procedure similar to that described in Example 52 was carried out with 9-bromo-5-(1-carboxyethyl)-6,7-dihydro-1H, 5H-pyrido[1,2,3-de]quinoxaline-2,3-dione (less polar) (100 mg, 0.28 mmol) and aniline (28 μL, 0.31 mmol) to give 70 mg of the title compound (58%): mp>300° C.; 1H NMR (270 MHz, DMSO-d6) δ12.07 (s, 1H), 10.00 (s, 1H), 7.52 (d, 2H, J=8 Hz), 7.29 (t, 1H, J=8 Hz), 7.19 (s, 1H), 7.17 (s, 1H), 7.05 (t, 1H, J=8 Hz), 5.19 (bd, 1H, J=9 Hz), 3.10 (ddd, 1H, J=17.1, 13.5, 4.5 Hz), 2.67~2.84 (m... Starting materials: C1COCCO1, CCOC(=O)CC1CCc2c1[nH]c1ccc(OCc3ccc(C4CCCC4)c(C(F)(F)F)c3)cc21, Cl, [Li+], [OH-], O. Yields the product O=C(O)CC1CCc2c1[nH]c1ccc(OCc3ccc(C4CCCC4)c(C(F)(F)F)c3)cc21. RXN SMILES: [CH2:40]1[O:41][CH2:42][CH2:43][O:44][CH2:45]1.[CH:1]1([c:6]2[c:7]([C:32]([F:33])([F:34])[F:35])[cH:8][c:9]([CH2:10][O:11][c:12]3[cH:13][c:14]4[c:15]5[c:16]([nH:17][c:18]4[cH:19][cH:20]3)[CH:21]([CH2:24][C:25](=[O:26])[O:27][CH2:28][CH3:29])[CH2:22][CH2:23]5)[cH:30][cH:31]2)[CH2:2][CH2:3][CH2:4][CH2:5]1.[ClH:39].[Li+:37].[OH-:36].[OH2:38]>>[CH:1]1([c:6]2[c:7]([C:32]([F:33])([F:34])[F:35])[cH:8][c:9]([CH2:10][O:11][c:12]3[cH:13][c:14]4[c:15]5[c:16]([nH:17][c:18]4[cH:19][cH:20]3)[CH:21]([CH2:24][C:25](=[O:26])[OH:27])[CH2:22][CH2:23]5)[cH:30][cH:31]2)[CH2:2][CH2:3][CH2:4][CH2:5]1. Starting materials: CO, CCOC(=O)c1ccc(OC(F)F)c2oc3c(=O)n(CC)ncc3c12, [Na+], [OH-]. Product: CCn1ncc2c(oc3c(OC(F)F)ccc(C(=O)O)c32)c1=O. RXN SMILES: [CH3:28][OH:29].[F:1][CH:2]([O:3][c:4]1[cH:5][cH:6][c:7]([C:20](=[O:21])[O:22][CH2:23][CH3:24])[c:8]2[c:9]1[o:10][c:11]1[c:12](=[O:19])[n:13]([CH2:17][CH3:18])[n:14][cH:15][c:16]21)[F:25].[Na+:27].[OH-:26]>>[F:1][CH:2]([O:3][c:4]1[cH:5][cH:6][c:7]([C:20](=[O:21])[OH:22])[c:8]2[c:9]1[o:10][c:11]1[c:12](=[O:19])[n:13]([CH2:17][CH3:18])[n:14][cH:15][c:16]21)[F:25]. Reactants: Cl, Nc1ccccc1, Nc1ccccc1, CC(C)(c1ccc(N)cc1)c1ccc(O)cc1, Oc1ccccc1. Yields the product CC(C)(c1ccc(O)cc1)c1ccc(O)cc1. Reaction SMILES: [ClH:15].[NH2:16][c:17]1[cH:18][cH:19][cH:20][cH:21][cH:22]1.[NH2:1][c:2]1[cH:3][cH:4][cH:5][cH:6][cH:7]1.[OH:23][c:24]1[cH:25][cH:26][c:27]([C:30]([CH3:31])([CH3:32])[c:33]2[cH:34][cH:35][c:36]([NH2:37])[cH:38][cH:39]2)[cH:28][cH:29]1.[OH:8][c:9]1[cH:10][cH:11][cH:12][cH:13][cH:14]1>>[OH:8][c:9]1[cH:10][cH:11][c:12]([C:30]([c:27]2[cH:26][cH:25][c:24]([OH:23])[cH:29][cH:28]2)([CH3:31])[CH3:32])[cH:13][cH:14]1.